Dataset: the Open Reaction Database (ORD), a public repository of structured organic reaction records. Task: describe an organic reaction: reactants, conditions, products, and yield Yields the product O=C1CCc2c(OCc3ccccc3)cccc21. As a reaction SMILES: [C:12](=[O:13])([O-:14])[O-:15].[CH3:26][N:27]([CH3:28])[CH:29]=[O:30].[Cl:18][CH2:19][c:20]1[cH:21][cH:22][cH:23][cH:24][cH:25]1.[K+:16].[K+:17].[OH2:31].[OH:1][c:2]1[c:3]2[c:7]([cH:8][cH:9][cH:10]1)[C:6](=[O:11])[CH2:5][CH2:4]2>>[O:1]([c:2]1[c:3]2[c:7]([cH:8][cH:9][cH:10]1)[C:6](=[O:11])[CH2:5][CH2:4]2)[CH2:19][c:20]1[cH:21][cH:22][cH:23][cH:24][cH:25]1. Starting materials: O=C([O-])[O-], CN(C)C=O, ClCc1ccccc1, [K+], [K+], O, O=C1CCc2c(O)cccc21. Reactants: resultant mixture, [OH-].[Na+] (sodium hydroxide), ClC1=CC(=CC=C1)C(=O)OO (m-Chloroperbenzoic acid), Cl.Cl.N1=CC=C(C=C1)SC1CCNCC1 (4-[(4-pyridyl)thio]piperidine dihydrochloride). Run in O (water), O (water). Conditions: time 3 hour. The product is N1=CC=C(C=C1)S(=O)C1CCNCC1 (4-[(4-pyridyl)sulfinyl]piperidine). Isolated yield 90.8%. RXN SMILES: ClC1C=CC=C(C(OO)=[O:9])C=1.Cl.Cl.[N:14]1[CH:19]=[CH:18][C:17]([S:20][CH:21]2[CH2:26][CH2:25][NH:24][CH2:23][CH2:22]2)=[CH:16][CH:15]=1.[OH-].[Na+]>O>[N:14]1[CH:19]=[CH:18][C:17]([S:20]([CH:21]2[CH2:26][CH2:25][NH:24][CH2:23][CH2:22]2)=[O:9])=[CH:16][CH:15]=1 |f:1.2.3,4.5|. Procedure: m-Chloroperbenzoic acid (1.20 g) was added to a stirred solution of 4-[(4-pyridyl)thio]piperidine dihydrochloride (1.33 g) in water (30 ml) under ice-cooling, and the mixture was stirred at the same temperature for 3 hours and then at room temperature for 5.5 hours. The resultant mixture was diluted with water and the pH of the mixture was adjusted to about 11 with 5% sodium hydroxide solution. The solution was extracted several times with chloroform. The extracts were combined, dried over magne...